Dataset: the Open Reaction Database (ORD), a public repository of structured organic reaction records. Task: describe an organic reaction: reactants, conditions, products, and yield The reactants are C[Si]([N-][Si](C)(C)C)(C)C.[Li+] (lithium hexamethyldisilazide), ClCC(=CCCC(=CCCC(=CC=C(C(C#N)O[Si](C)(C)C)C(C)C)C)C)C (15-chloro-3-(1-methylethyl)-6,10,14-trimethyl-2-trimethylsiloxy-3,5,9,13-pentadecatetraenenitrile), resultant mixture, CCCCCC (hexane), ice. Run in O1CCCC1 (tetrahydrofuran), O1CCCC1 (tetrahydrofuran), [Cl-].[Na+].O (brine). The product is CC(C)C=1C(CC(=CCCC(=CCCC(=CC1)C)C)C)(C#N)O[Si](C)(C)C (2-(1-methylethyl)-5,9,13-trimethyl-1-trimethylsiloxy-2,4,8,12-cyclotetradecatetraen-1-carbonitrile), CC(C)C=1C(CC(=CCCC(=CCCC(=CC1)C)C)C)=O (2-(1-methylethyl)-5,9,13-trimethyl-2,4,8,12-cyclotetradecatetraen-1-one). Isolated yield 16.0%. As a reaction SMILES: C[Si](C)(C)[N-][Si](C)(C)C.[Li+].Cl[CH2:12][C:13]([CH3:38])=[CH:14][CH2:15][CH2:16][C:17]([CH3:37])=[CH:18][CH2:19][CH2:20][C:21]([CH3:36])=[CH:22][CH:23]=[C:24]([CH:33]([CH3:35])[CH3:34])[CH:25]([O:28][Si:29]([CH3:32])([CH3:31])[CH3:30])[C:26]#[N:27].CCCCCC>O1CCCC1.[Cl-].[Na+].O>[CH3:34][CH:33]([C:24]1[C:25]([O:28][Si:29]([CH3:32])([CH3:31])[CH3:30])([C:26]#[N:27])[CH2:12][C:13]([CH3:38])=[CH:14][CH2:15][CH2:16][C:17]([CH3:37])=[CH:18][CH2:19][CH2:20][C:21]([CH3:36])=[CH:22][CH:23]=1)[CH3:35].[CH3:35][CH:33]([C:24]1[C:25](=[O:28])[CH2:26][C:13]([CH3:38])=[CH:14][CH2:15][CH2:16][C:17]([CH3:37])=[CH:18][CH2:19][CH2:20][C:21]([CH3:36])=[CH:22][CH:23]=1)[CH3:34] |f:0.1,5.6.7|. Procedure details: To a solution of lithium hexamethyldisilazide in tetrahydrofuran (20 ml, 5.0 mmol, 0.25M) was dropwise added with stirring on an oil bath at 55° C. under argon atmosphere a solution of 15-chloro-3-(1-methylethyl)-6,10,14-trimethyl-2-trimethylsiloxy-3,5,9,13-pentadecatetraenenitrile (378 mg, 0.895 mmol) in tetrahydrofuran (15 ml) in 50 minutes. The resultant mixture was stirred at this temperature for 20 minutes and poured into a mixture of saturated brine (30 ml)-hexane (20 ml) containing ice (5... Starting materials: [H-].[Na+] (sodium hydride), FC1=C(C(=CC=C1)F)CO ((2,6-difluorophenyl)methanol), BrC1=NC=CC=C1 (2-bromopyridine). Run in O (water), O1CCCC1 (tetrahydrofuran). Run at time 15 hour. The product is FC1=C(COC2=NC=CC=C2)C(=CC=C1)F (2-[(2,6-Difluorobenzyl)oxy]pyridine). As a reaction SMILES: [F:1][C:2]1[CH:7]=[CH:6][CH:5]=[C:4]([F:8])[C:3]=1[CH2:9][OH:10].[H-].[Na+].Br[C:14]1[CH:19]=[CH:18][CH:17]=[CH:16][N:15]=1>O1CCCC1.O>[F:1][C:2]1[CH:7]=[CH:6][CH:5]=[C:4]([F:8])[C:3]=1[CH2:9][O:10][C:14]1[CH:19]=[CH:18][CH:17]=[CH:16][N:15]=1 |f:1.2|. Procedure: A solution of 2 ml (18.0 mmol) of (2,6-difluorophenyl)methanol in 15 ml of dry tetrahydrofuran stirred at 0° C. was admixed with 865.9 mg (21.6 mmol) of sodium hydride (60% in mineral oil), followed by 1.72 ml (18.0 mmol) of 2-bromopyridine. The resulting solution was stirred at room temperature for 15 h. The reaction mixture was diluted with water (15 ml) and extracted with dichloromethane (2×20 ml). The organic phase was removed, dried with a phase separation cartridge and concentrated under r... The reactants are CO, O=C(Nc1cccc(C(F)(F)F)c1)c1ccc2c(NCc3ccccc3)nnc(I)c2c1. Yields the product O=C(Nc1cccc(C(F)(F)F)c1)c1ccc2c(NCc3ccccc3)nncc2c1. Reaction SMILES: [CH3:33][OH:34].[F:1][C:2]([c:3]1[cH:4][c:5]([NH:9][C:10](=[O:11])[c:12]2[cH:13][c:14]3[c:15]([I:30])[n:16][n:17][c:18]([NH:22][CH2:23][c:24]4[cH:25][cH:26][cH:27][cH:28][cH:29]4)[c:19]3[cH:20][cH:21]2)[cH:6][cH:7][cH:8]1)([F:31])[F:32]>>[F:1][C:2]([c:3]1[cH:4][c:5]([NH:9][C:10](=[O:11])[c:12]2[cH:13][c:14]3[cH:15][n:16][n:17][c:18]([NH:22][CH2:23][c:24]4[cH:25][cH:26][cH:27][cH:28][cH:29]4)[c:19]3[cH:20][cH:21]2)[cH:6][cH:7][cH:8]1)([F:31])[F:32]. Starting materials: BrCCCCCCCSC1=CC=C(C=C1)Cl (1-bromo-7-(4-chlorophenylthio)heptane), C(=O)=O.CC(=O)C (cardice acetone), ClC1=CC(=CC=C1)C(=O)OO (metachloroperbenzoic acid), S(=O)([O-])[O-].[Na+].[Na+].C(O)([O-])=O.[Na+] (sodium sulfite sodium hydrogen carbonate). The solvent is ClCCl (dichloromethane), ClCCl (dichloromethane). Run at time 40 minute. Yields the product BrCCCCCCCS(=O)C1=CC=C(C=C1)Cl (1-bromo-7-(4-chlorophenylsulfinyl)heptane). Reaction SMILES: [Br:1][CH2:2][CH2:3][CH2:4][CH2:5][CH2:6][CH2:7][CH2:8][S:9][C:10]1[CH:15]=[CH:14][C:13]([Cl:16])=[CH:12][CH:11]=1.C(=O)=[O:18].CC(C)=O.ClC1C=CC=C(C(OO)=O)C=1.S([O-])([O-])=O.[Na+].[Na+].C(=O)([O-])O.[Na+]>ClCCl>[Br:1][CH2:2][CH2:3][CH2:4][CH2:5][CH2:6][CH2:7][CH2:8][S:9]([C:10]1[CH:15]=[CH:14][C:13]([Cl:16])=[CH:12][CH:11]=1)=[O:18] |f:1.2,4.5.6.7.8|. Procedure details: A solution of 1-bromo-7-(4-chlorophenylthio)heptane (0.80 g) in dichloromethane (10 ml) was cooled to −78° C. (cardice/acetone) and a slurry of metachloroperbenzoic acid (60%, 0.72 g) in dichloromethane (5 ml) was added over 20min. After 40 min, the reaction was allowed to warm to room temperature and shaken with aqueous sodium sulfite/sodium hydrogen carbonate solution. The organic layer was dried over magnesium sulfate and evaporated under reduced pressure. The residue was chromatographed on s...